This data is from the Open Reaction Database (ORD), a public repository of structured organic reaction records. The task is: describe an organic reaction: reactants, conditions, products, and yield Reactants: C(C)OC(=O)C=1N(N=C(C1Br)C(C)(C)C)C (4-bromo-5-tert-butyl-2-methyl-2H-pyrazole-3-carboxylic acid ethyl ester), C(#N)[Cu] (CuCN), C(Cl)Cl (DCM). The solvent is CN1CCCC1=O (NMP). Reaction conditions: temperature 200 celsius, time 1 hour. Yields the product C(C)OC(=O)C=1N(N=C(C1C#N)C(C)(C)C)C (5-tert-Butyl-4-cyano-2-methyl-2H-pyrazole-3-carboxylic acid ethyl ester). As a reaction SMILES: [CH2:1]([O:3][C:4]([C:6]1[N:7]([CH3:16])[N:8]=[C:9]([C:12]([CH3:15])([CH3:14])[CH3:13])[C:10]=1Br)=[O:5])[CH3:2].[C:17]([Cu])#[N:18].C(Cl)Cl>CN1C(=O)CCC1>[CH2:1]([O:3][C:4]([C:6]1[N:7]([CH3:16])[N:8]=[C:9]([C:12]([CH3:15])([CH3:14])[CH3:13])[C:10]=1[C:17]#[N:18])=[O:5])[CH3:2]. Reported procedure: A mixture of 4-bromo-5-tert-butyl-2-methyl-2H-pyrazole-3-carboxylic acid ethyl ester (1.00 g, 3.46 mmol) and CuCN (372 mg, 4.15 mmol) in NMP (10 mL) was stirred at 200° C. under microwave irradiation for 1 h. After cooling to room temperature, the mixture was treated with DCM (100 mL) and filtered through diatomaceous earth. The filtrate was concentrated in vacuo, and the residue was purified by flash chromatography on silica gel (0:100-10:90 EtOAc-hexanes) to yield the title compound as a white... Starting materials: O=c1[nH]cc(Br)c2sc(-c3ccccc3)cc12, [Na+], [Na+], O=C([O-])[O-], O=P(Cl)(Cl)Cl. Yields the product Clc1ncc(Br)c2sc(-c3ccccc3)cc12. As a reaction SMILES: [Br:1][c:2]1[c:3]2[c:4]([c:5](=[O:8])[nH:6][cH:7]1)[cH:9][c:10](-[c:12]1[cH:13][cH:14][cH:15][cH:16][cH:17]1)[s:11]2.[Na+:18].[Na+:19].[O-:20][C:21](=[O:22])[O-:23].[P:24]([Cl:25])([Cl:26])([Cl:27])=[O:28]>>[Br:1][c:2]1[c:3]2[c:4]([c:5]([Cl:26])[n:6][cH:7]1)[cH:9][c:10](-[c:12]1[cH:13][cH:14][cH:15][cH:16][cH:17]1)[s:11]2. Starting materials: C(C)(=O)OCCC1=C(C=C(C2=CC=CC=C12)OCC1=CC=CC=C1)NC(=O)C=1NC2=C(C(=C(C=C2C1)OC)OC)OC (2-[4-benzyloxy-2-(5,6,7-trimethoxyindole-2-carboxamido)naphthalen-1-yl]ethyl acetate), C([O-])([O-])=O.[K+].[K+] (potassium carbonate). Solvent: CCOC(=O)C (AcOEt), CO (MeOH). Run at time 8 hour. Yields the product C(C1=CC=CC=C1)OC1=CC(=C(C2=CC=CC=C12)CCO)NC(=O)C=1NC2=C(C(=C(C=C2C1)OC)OC)OC (2-[4-benzyloxy-2-(5,6,7-trimethoxyindole-2-carboxamido)naphthalen-1-yl]ethanol). Isolated yield 86.5%. RXN SMILES: C([O:4][CH2:5][CH2:6][C:7]1[C:16]2[C:11](=[CH:12][CH:13]=[CH:14][CH:15]=2)[C:10]([O:17][CH2:18][C:19]2[CH:24]=[CH:23][CH:22]=[CH:21][CH:20]=2)=[CH:9][C:8]=1[NH:25][C:26]([C:28]1[NH:29][C:30]2[C:35]([CH:36]=1)=[CH:34][C:33]([O:37][CH3:38])=[C:32]([O:39][CH3:40])[C:31]=2[O:41][CH3:42])=[O:27])(=O)C.C(=O)([O-])[O-].[K+].[K+]>CO.CCOC(C)=O>[CH2:18]([O:17][C:10]1[C:11]2[C:16](=[CH:15][CH:14]=[CH:13][CH:12]=2)[C:7]([CH2:6][CH2:5][OH:4])=[C:8]([NH:25][C:26]([C:28]2[NH:29][C:30]3[C:35]([CH:36]=2)=[CH:34][C:33]([O:37][CH3:38])=[C:32]([O:39][CH3:40])[C:31]=3[O:41][CH3:42])=[O:27])[CH:9]=1)[C:19]1[CH:24]=[CH:23][CH:22]=[CH:21][CH:20]=1 |f:1.2.3|. Procedure details: To a solution of 2-[4-benzyloxy-2-(5,6,7-trimethoxyindole-2-carboxamido)naphthalen-1-yl]ethyl acetate (0.10 g, 0.18 mmol) in MeOH (2 mL) was added potassium carbonate (29.15 mg, 0.21 mmol) at room temperature and stirred overnight. The reaction mixture was diluted with AcOEt (50 mL) and washed with H2O (10 mL), saturated aqueous NaCl (20 mL), and then the organic layer was dried (Na2SO4) and concentrated under reduced pressure to yield as a yellow oil 2-[4-benzyloxy-2-(5,6,7-trimethoxyindole-2-c... Starting materials: O (water), [H-].[Na+] (Sodium hydride), C(C)C1=C2C=CC(NC2=CC(=N1)CC)=O (5,7-diethyl-1,6-naphthyridin-2(1H)-one), [N+](=O)([O-])C1=CC=C(CBr)C=C1 (4-nitrobenzyl bromide). Solvent: CN(C)C=O (DMF). The product is C(C)C1=C2C=CC(N(C2=CC(=N1)CC)CC1=CC=C(C=C1)[N+](=O)[O-])=O (5,7-diethyl-1-(4-nitrobenzyl)-1,6-naphthyridin-2(1H)-one). Yield: 61.7%. As a reaction SMILES: [H-].[Na+].[CH2:3]([C:5]1[N:14]=[C:13]([CH2:15][CH3:16])[CH:12]=[C:11]2[C:6]=1[CH:7]=[CH:8][C:9](=[O:17])[NH:10]2)[CH3:4].[N+:18]([C:21]1[CH:28]=[CH:27][C:24]([CH2:25]Br)=[CH:23][CH:22]=1)([O-:20])=[O:19].O>CN(C=O)C>[CH2:3]([C:5]1[N:14]=[C:13]([CH2:15][CH3:16])[CH:12]=[C:11]2[C:6]=1[CH:7]=[CH:8][C:9](=[O:17])[N:10]2[CH2:25][C:24]1[CH:27]=[CH:28][C:21]([N+:18]([O-:20])=[O:19])=[CH:22][CH:23]=1)[CH3:4] |f:0.1|. Procedure: Sodium hydride (50% dispersion in oil; 0.2 g) was added to a stirred suspension of 5,7-diethyl-1,6-naphthyridin-2(1H)-one (1.0 g) in DMF (10 ml) under an atmosphere of argon. The mixture was stirred until effervescence ceased and 4-nitrobenzyl bromide (1.1 g) was added. The mixture was then stirred for 16 hours. The mixture was then poured into water (50 ml) and extracted twice with ethyl acetate. The combined extracts were washed with saturated sodium chloride solution, dried (MgSO4) and solven... Solvent: C(Cl)Cl (DCM). Procedure details: A solution of ((S)-1-aminomethyl-5-benzyloxycarbonylamino-pentyl)-carbamic acid tert-butyl ester (0.24 g, 0.657 mmol) in DCM (2.4 ml) is treated dropwise with TFA (0.6 ml) and stirred at room temperature for 3 days. The solvent is removed in vacuo to afford ((S)-5,6-Diamino-hexyl)-carbamic acid benzyl ester as a yellow oil; [M+H]+ 266 Reaction SMILES: C(OC(=O)[NH:7][C@H:8]([CH2:24][NH2:25])[CH2:9][CH2:10][CH2:11][CH2:12][NH:13][C:14]([O:16][CH2:17][C:18]1[CH:23]=[CH:22][CH:21]=[CH:20][CH:19]=1)=[O:15])(C)(C)C.C(O)(C(F)(F)F)=O>C(Cl)Cl>[CH2:17]([O:16][C:14](=[O:15])[NH:13][CH2:12][CH2:11][CH2:10][CH2:9][C@H:8]([NH2:7])[CH2:24][NH2:25])[C:18]1[CH:19]=[CH:20][CH:21]=[CH:22][CH:23]=1. Reaction conditions: time 3 day. The reactants are C(C)(C)(C)OC(N[C@@H](CCCCNC(=O)OCC1=CC=CC=C1)CN)=O (((S)-1-aminomethyl-5-benzyloxycarbonylamino-pentyl)-carbamic acid tert-butyl ester), C(=O)(C(F)(F)F)O (TFA). Yields the product C(C1=CC=CC=C1)OC(NCCCC[C@@H](CN)N)=O (((S)-5,6-Diamino-hexyl)-carbamic acid benzyl ester).